Dataset: the Open Reaction Database (ORD), a public repository of structured organic reaction records. Task: describe an organic reaction: reactants, conditions, products, and yield Reactants: BrC1=C2C(=NC3=CC=C(C=C13)O)C1=CC=C(C=C1OC2)O (7-bromo-3,9-dihydroxy-6H-chromeno[4,3-b]quinoline), C(#N)C1=CC=C(C=C1)B(O)O (4-cyanophenylboronic acid), C23H14N2O3. The product is C(#N)C1=CC=C(C=C1)C1=C2C(=NC3=CC=C(C=C13)O)C1=CC=C(C=C1OC2)O (7-(4-CYANOPHENYL)-3,9-DIHYDROXY-6H-CHROMENO[4,3-b]QUINOLINE). The yield is 96.0%. As a reaction SMILES: Br[C:2]1[C:11]2[C:6](=[CH:7][CH:8]=[C:9]([OH:12])[CH:10]=2)[N:5]=[C:4]2[C:13]3[C:18]([O:19][CH2:20][C:3]=12)=[CH:17][C:16]([OH:21])=[CH:15][CH:14]=3.[C:22]([C:24]1[CH:29]=[CH:28][C:27](B(O)O)=[CH:26][CH:25]=1)#[N:23]>>[C:22]([C:24]1[CH:29]=[CH:28][C:27]([C:2]2[C:11]3[C:6](=[CH:7][CH:8]=[C:9]([OH:12])[CH:10]=3)[N:5]=[C:4]3[C:13]4[C:18]([O:19][CH2:20][C:3]=23)=[CH:17][C:16]([OH:21])=[CH:15][CH:14]=4)=[CH:26][CH:25]=1)#[N:23]. Procedure: This compound was prepared from 7-bromo-3,9-dihydroxy-6H-chromeno[4,3-b]quinoline (7) using 4-cyanophenylboronic acid according to method M. Ivory powder; Yield: 96%; mp 295° C. (dec.); 1H-NMR (400 MHz, DMSOd-6) δ 4.99 (s, 2H), 6.36 (d, J=2.3 Hz, 1H), 6.53 (d, J=2.7 Hz, 1H), 6.61 (dd, J=8.7, 2.3 Hz, 1H), 7.27 (dd, J=9.1, 2.6 Hz, 1H), 7.62 (d, J=8.5 Hz, 2H), 7.91 (d, J=9.0 Hz, 2H), 8.09 (d, J=8.3 Hz, 1H), 8.16 (d, J=8.6 Hz, 1H), 9.86 (s, 1H), 9.99 (s, 1H); MS (ESI) m/z 365 ([M−H]−), 367 ([M+H]+);... Reactants: ClCCC1N(CCCC1)S(=O)(=O)C1=CC=CC2=CC=CC=C12 (2-(2-Chloroethyl)-1-(naphthalene-1-sulfonyl)piperidine), OCCC1NCCSC1 (3-(2-hydroxyethyl)thiomorpholine), C1(=CC=CC2=CC=CC=C12)S(=O)(=O)Cl (1-naphthalenesulfonyl chloride). The product is ClCCC1N(CCSC1)S(=O)(=O)C1=CC=CC2=CC=CC=C12 (3-(2-Chloroethyl)-4-(naphthalene-1-sulfonyl)thiomorpholine). Isolated yield 70.0%. As a reaction SMILES: [Cl:1][CH2:2][CH2:3][CH:4]1[CH2:9]C[CH2:7][CH2:6][N:5]1[S:10]([C:13]1[C:22]2[C:17](=[CH:18][CH:19]=[CH:20][CH:21]=2)[CH:16]=[CH:15][CH:14]=1)(=[O:12])=[O:11].OCCC1C[S:30]CCN1.C1(S(Cl)(=O)=O)C2C(=CC=CC=2)C=CC=1>>[Cl:1][CH2:2][CH2:3][CH:4]1[CH2:9][S:30][CH2:7][CH2:6][N:5]1[S:10]([C:13]1[C:22]2[C:17](=[CH:18][CH:19]=[CH:20][CH:21]=2)[CH:16]=[CH:15][CH:14]=1)(=[O:12])=[O:11]. Procedure details: The title compound (300 mg, 70%) was prepared according to the procedure outlined in D1 using 3-(2-hydroxyethyl)thiomorpholine and 1-naphthalenesulfonyl chloride.